This data is from the Open Reaction Database (ORD), a public repository of structured organic reaction records. The task is: describe an organic reaction: reactants, conditions, products, and yield Reactants: CC1=CC=C(C=C1)C1=NC(=CC=C1)C (2-(4-methylphenyl)-6-methylpyridine), ClC1=CC(=CC=C1)C(=O)OO (m-chloroperbenzoic acid). The solvent is C(Cl)(Cl)Cl (chloroform), C(Cl)(Cl)Cl (chloroform). Conditions: time 3 hour. Product: CC1=CC=C(C=C1)C1=[N+](C(=CC=C1)C)[O-] (2-(4-methylphenyl)-6-methylpyridine-N-oxide). Yield: 57.2%. RXN SMILES: [CH3:1][C:2]1[CH:7]=[CH:6][C:5]([C:8]2[CH:13]=[CH:12][CH:11]=[C:10]([CH3:14])[N:9]=2)=[CH:4][CH:3]=1.ClC1C=CC=C(C(OO)=[O:23])C=1>C(Cl)(Cl)Cl>[CH3:1][C:2]1[CH:3]=[CH:4][C:5]([C:8]2[CH:13]=[CH:12][CH:11]=[C:10]([CH3:14])[N+:9]=2[O-:23])=[CH:6][CH:7]=1. Procedure details: A solution of 2-(4-methylphenyl)-6-methylpyridine (4.5 g) in 100 ml of chloroform was cooled to 0° C., and m-chloroperbenzoic acid (7.7 g) in 50 ml of chloroform was added over a period of 15 minutes. The mixture was stirred at room temperature for 3 hours, then at 50° C. for 2 hours, followed by stirring overnight at room temperature. Solvent was evaporated to a small volume under reduced pressure, and the residue passed through an alumina column, eluting with 2% methanol in methylene chloride ... The reactants are solution, amine, C12C(C3CC(CC(C1)C3)C2)N (2-adamantylamine), Amide, C12C(C3CC(CC(C1)C3)C2)NC(=O)C23CCC(CC2)(CC3)CCS(=O)(=O)CC (N-2-adamantyl-4-[2-(ethylsulfonyl)ethyl]bicyclo[2.2.2]octane-1-carboxamide), CN(C)C=O (DMF), C(C)(C)N(CC)C(C)C (diisopropylethylamine). Solvent: C(C)#N (acetonitrile). Reaction conditions: time 8 hour. Yields the product solution, C(C)S(=O)(=O)CCC12CCC(CC1)(CC2)C(=O)NC (4-[2-(ethylsulfonyl)ethyl]-N-methylbicyclo[2.2.2]octane-1-carboxamide). As a reaction SMILES: C12CC3CC(CC(C3)[CH:2]1[NH:11][C:12]([C:14]13[CH2:21][CH2:20][C:17]([CH2:22][CH2:23][S:24]([CH2:27][CH3:28])(=[O:26])=[O:25])([CH2:18][CH2:19]1)[CH2:16][CH2:15]3)=[O:13])C2.C12CC3CC(CC(C3)C1N)C2.CN(C=O)C.C(N(C(C)C)CC)(C)C>C(#N)C>[CH2:27]([S:24]([CH2:23][CH2:22][C:17]12[CH2:18][CH2:19][C:14]([C:12]([NH:11][CH3:2])=[O:13])([CH2:21][CH2:20]1)[CH2:15][CH2:16]2)(=[O:26])=[O:25])[CH3:28]. Procedure: Amide 1-6 was made from acid chloride 1-5 (810 mg, 2.96 mmol) as one member of a 96 compound library, employing the technique of parallel synthesis using the Myriad Core System/nMiniblock. According to the general procedure, 0.10 mmol of each amine (2-adamantylamine for this product) was weighed into the miniblock reaction tubes, and 0.350 ml of dry DMF and 0.55 ml of dry diisopropylethylamine was added to each tube. A 0.25 M solution of the acid chloride in dry acetonitrile was prepared, and 0.... Procedure details: To a suspension of 1-amino-7-bromo[1]benzothieno[3,2-c]pyridine-4-carboxamide (Example 12, Step 10) in DMF (0.1 M) was added phenylboronic acid (1.5 equiv). The mixture was degassed for 5 min, and 1 M Na2CO3 (3 equiv) and PdCl2dppf (0.1 equiv) were added. It was heated is the microwave reactor at 120° C. for 10 min. The reaction mixture was partitioned between EtOAc and H2O. The organic phase was separated, dried over MgSO4, filtered, evaporated and purified by flash chromatography (EtOAc/MeOH) ... The product is NC1=NC=C(C2=C1C1=C(S2)C=C(C=C1)C1=CC=CC=C1)C(=O)N (1-Amino-7-phenyl[1]benzothieno[3,2-c]pyridine-4-carboxamide). Reaction SMILES: [NH2:1][C:2]1[C:7]2[C:8]3[CH:14]=[CH:13][C:12](Br)=[CH:11][C:9]=3[S:10][C:6]=2[C:5]([C:16]([NH2:18])=[O:17])=[CH:4][N:3]=1.[C:19]1(B(O)O)[CH:24]=[CH:23][CH:22]=[CH:21][CH:20]=1.C([O-])([O-])=O.[Na+].[Na+]>CN(C=O)C>[NH2:1][C:2]1[C:7]2[C:8]3[CH:14]=[CH:13][C:12]([C:19]4[CH:24]=[CH:23][CH:22]=[CH:21][CH:20]=4)=[CH:11][C:9]=3[S:10][C:6]=2[C:5]([C:16]([NH2:18])=[O:17])=[CH:4][N:3]=1 |f:2.3.4|. Solvent: CN(C)C=O (DMF). The reactants are NC1=NC=C(C2=C1C1=C(S2)C=C(C=C1)Br)C(=O)N (1-Amino-7-bromo[1]benzothieno[3,2-c]pyridine-4-carboxamide), C(=O)([O-])[O-].[Na+].[Na+] (Na2CO3), PdCl2dppf, C1(=CC=CC=C1)B(O)O (phenylboronic acid). Reactants: C(=O)C1=NC2=C(N1)C=CC=C2C(=O)OC (methyl 2-formyl-1H-benzimidazole-4-carboxylate), Cl(=O)[O-].[Na+] (sodium chlorite), Cl (hydrochloric acid), CC(C)=CC (2-methyl-2-butene), P(=O)(O)(O)[O-].[Na+] (sodium dihydrogenphosphate). Run in O (water), O (water), C(C)(C)(C)O (t-butyl alcohol). Run at time 1 day. The product is C(=O)(O)C1=NC2=C(N1)C=CC=C2C(=O)OC (methyl 2-carboxy-1H-benzimidazole-4-carboxylate). The yield is 80.6%. Reaction SMILES: [CH:1]([C:3]1[NH:7][C:6]2[CH:8]=[CH:9][CH:10]=[C:11]([C:12]([O:14][CH3:15])=[O:13])[C:5]=2[N:4]=1)=[O:2].CC(=CC)C.P([O-])(O)(O)=[O:22].[Na+].Cl([O-])=O.[Na+].Cl>O.C(O)(C)(C)C>[C:1]([C:3]1[NH:7][C:6]2[CH:8]=[CH:9][CH:10]=[C:11]([C:12]([O:14][CH3:15])=[O:13])[C:5]=2[N:4]=1)([OH:22])=[O:2] |f:2.3,4.5|. Procedure details: To a suspension of methyl 2-formyl-1H-benzimidazole-4-carboxylate (460 mg) in a mixture of water (3.2 ml) and t-butyl alcohol (12 ml) were added 2-methyl-2-butene (700 mg) and sodium dihydrogenphosphate (387 mg) in water bath. To the mixture was added portionwise sodium chlorite (901 mg) and stirred for 1 day at same temperature. The reaction mixture was cooled in an ice bath, adjusted to pH 4 with 1N hydrochloric acid and the precipitate was collected by vacuum filtration. The precipitate was w...